From a dataset of the Open Reaction Database (ORD), a public repository of structured organic reaction records. describe an organic reaction: reactants, conditions, products, and yield Starting materials: O=C(O)C(Br)c1ccccc1Cl, CO, Cl, [K+], [OH-], O, c1cc2c(s1)CCNC2. The product is O=C(O)C(c1ccccc1Cl)N1CCc2sccc2C1. As a reaction SMILES: [Br:11][CH:12]([C:13](=[O:14])[OH:15])[c:16]1[c:17]([Cl:22])[cH:18][cH:19][cH:20][cH:21]1.[CH3:23][OH:24].[ClH:1].[K+:26].[OH-:25].[OH2:27].[s:2]1[cH:3][cH:4][c:5]2[c:10]1[CH2:9][CH2:8][NH:7][CH2:6]2>>[s:2]1[cH:3][cH:4][c:5]2[c:10]1[CH2:9][CH2:8][N:7]([CH:12]([C:13](=[O:14])[OH:15])[c:16]1[c:17]([Cl:22])[cH:18][cH:19][cH:20][cH:21]1)[CH2:6]2.